This data is from the Open Reaction Database (ORD), a public repository of structured organic reaction records. The task is: describe an organic reaction: reactants, conditions, products, and yield The reactants are CC(=O)O, Cn1ccnc1Sc1ccc(N)cc1Cl, Cl, [I-], [K+], O=N[O-], [Na+], [Na+], [OH-], O. Product: Cn1ccnc1Sc1ccc(I)cc1Cl. As a reaction SMILES: [CH3:25][C:26](=[O:27])[OH:28].[Cl:1][c:2]1[cH:3][c:4]([NH2:15])[cH:5][cH:6][c:7]1[S:8][c:9]1[n:10]([CH3:14])[cH:11][cH:12][n:13]1.[ClH:24].[I-:21].[K+:20].[N:16]([O-:17])=[O:18].[Na+:19].[Na+:23].[OH-:22].[OH2:29]>>[Cl:1][c:2]1[cH:3][c:4]([I:21])[cH:5][cH:6][c:7]1[S:8][c:9]1[n:10]([CH3:14])[cH:11][cH:12][n:13]1. Reactants: COCCCN1CCOc2ccc(COC3CN(S(=O)(=O)c4ccc(C)cc4)C(CC(C)(C)O)CC3c3ccc(OC)cc3)cc21, CN(C)C(=O)Cl, [KH]. Product: COCCCN1CCOc2ccc(COC3CN(S(=O)(=O)c4ccc(C)cc4)C(CC(C)(C)OC(=O)N(C)C)CC3c3ccc(OC)cc3)cc21. As a reaction SMILES: [CH3:1][O:2][c:3]1[cH:4][cH:5][c:6]([CH:9]2[CH2:10][CH:11]([CH2:42][C:43]([CH3:44])([OH:45])[CH3:46])[N:12]([S:32](=[O:33])(=[O:34])[c:35]3[cH:36][cH:37][c:38]([CH3:41])[cH:39][cH:40]3)[CH2:13][CH:14]2[O:15][CH2:16][c:17]2[cH:18][cH:19][c:20]3[c:21]([cH:31]2)[N:22]([CH2:26][CH2:27][CH2:28][O:29][CH3:30])[CH2:23][CH2:24][O:25]3)[cH:7][cH:8]1.[CH3:47][N:48]([C:49](=[O:50])[Cl:51])[CH3:52].[KH:53]>>[CH3:1][O:2][c:3]1[cH:4][cH:5][c:6]([CH:9]2[CH2:10][CH:11]([CH2:42][C:43]([CH3:44])([O:45][C:49]([N:48]([CH3:47])[CH3:52])=[O:50])[CH3:46])[N:12]([S:32](=[O:33])(=[O:34])[c:35]3[cH:36][cH:37][c:38]([CH3:41])[cH:39][cH:40]3)[CH2:13][CH:14]2[O:15][CH2:16][c:17]2[cH:18][cH:19][c:20]3[c:21]([cH:31]2)[N:22]([CH2:26][CH2:27][CH2:28][O:29][CH3:30])[CH2:23][CH2:24][O:25]3)[cH:7][cH:8]1. The reactants are CCCCc1ccc(CBr)cc1, COC(=O)Cc1ccc(CCNS(C)(=O)=O)cc1, CCOC(C)=O, CC#N, Cl, [K+], [K+], O=C([O-])[O-]. The product is CCCCc1ccc(CN(CCc2ccc(CC(=O)OC)cc2)S(C)(=O)=O)cc1. Reaction SMILES: [Br:19][CH2:20][c:21]1[cH:22][cH:23][c:24]([CH2:27][CH2:28][CH2:29][CH3:30])[cH:25][cH:26]1.[CH3:1][O:2][C:3]([CH2:4][c:5]1[cH:6][cH:7][c:8]([CH2:11][CH2:12][NH:13][S:14](=[O:15])(=[O:16])[CH3:17])[cH:9][cH:10]1)=[O:18].[CH3:38][CH2:39][O:40][C:41]([CH3:42])=[O:43].[CH3:44][C:45]#[N:46].[ClH:37].[K+:31].[K+:32].[O-:33][C:34]([O-:35])=[O:36]>>[CH3:1][O:2][C:3]([CH2:4][c:5]1[cH:6][cH:7][c:8]([CH2:11][CH2:12][N:13]([S:14](=[O:15])(=[O:16])[CH3:17])[CH2:20][c:21]2[cH:22][cH:23][c:24]([CH2:27][CH2:28][CH2:29][CH3:30])[cH:25][cH:26]2)[cH:9][cH:10]1)=[O:18].